The task is: describe an organic reaction: reactants, conditions, products, and yield. This data is from the Open Reaction Database (ORD), a public repository of structured organic reaction records. The product is CCCc1ccc(-c2ccn(C(CC(=O)O)C(=O)NC(C(=O)NC)C(C)(C)C)c2)cc1. Reaction SMILES: [CH2:1]([c:2]1[cH:3][cH:4][cH:5][cH:6][cH:7]1)[O:8][C:9]([CH2:10][CH:11]([C:12](=[O:13])[NH:14][CH:15]([C:16]([CH3:17])([CH3:18])[CH3:19])[C:20]([NH:21][CH3:22])=[O:23])[n:24]1[cH:25][c:26](-[c:29]2[cH:30][cH:31][c:32]([CH2:35][CH2:36][CH3:37])[cH:33][cH:34]2)[cH:27][cH:28]1)=[O:38].[CH3:39][OH:40].[CH3:41][CH2:42][O:43][C:44]([CH3:45])=[O:46]>>[O:8]=[C:9]([CH2:10][CH:11]([C:12](=[O:13])[NH:14][CH:15]([C:16]([CH3:17])([CH3:18])[CH3:19])[C:20]([NH:21][CH3:22])=[O:23])[n:24]1[cH:25][c:26](-[c:29]2[cH:30][cH:31][c:32]([CH2:35][CH2:36][CH3:37])[cH:33][cH:34]2)[cH:27][cH:28]1)[OH:38]. Starting materials: CCCc1ccc(-c2ccn(C(CC(=O)OCc3ccccc3)C(=O)NC(C(=O)NC)C(C)(C)C)c2)cc1, CO, CCOC(C)=O. Solvent: O (H2O). Yield: 39.6%. Reactants: rhodium(acac)bis ethylene, C1=CC=C(C=C1)P(C2=CC=CC=C2)C3=C(C4=CC=CC=C4C=C3)C5=C(C=CC6=CC=CC=C65)P(C7=CC=CC=C7)C8=CC=CC=C8 ((R)-BINAP), FC=1C=C(C=CC1F)B(O)O (3,4-difluoro-phenylboronic acid), CO (MeOH), C(C1=CC=CC=C1)N1CC(=CC1)C(C)=O (1-(1-benzyl-2,5-dihydro-1H-pyrrol-3-yl)-ethanone). Procedure details: A two necked flask was charged under argon with rhodium(acac)bis ethylene (0.239 g, 0.05 eq.), (R)-BINAP (0.575 g, 0.05 eq.) and 3,4-difluoro-phenylboronic acid (7.3 g, 2.5 eq.). 400 mL of MeOH and 40 mL of H2O were added followed by 1-(1-benzyl-2,5-dihydro-1H-pyrrol-3-yl)-ethanone (3.72 g). The reaction mixture was heated at 55° C. for 8 hours, cooled down to RT and concentrated under vacuo. Purification by flash chromatography (SiO2, EtOAc/Heptane 2/1) afforded 2.31 g (40%) of the title produc... Reaction SMILES: C1C=CC(P(C2C=CC3C(=CC=CC=3)C=2C2C3C(=CC=CC=3)C=CC=2P(C2C=CC=CC=2)C2C=CC=CC=2)C2C=CC=CC=2)=CC=1.[F:47][C:48]1[CH:49]=[C:50](B(O)O)[CH:51]=[CH:52][C:53]=1[F:54].CO.[CH2:60]([N:67]1[CH2:71][CH:70]=[C:69]([C:72](=[O:74])[CH3:73])[CH2:68]1)[C:61]1[CH:66]=[CH:65][CH:64]=[CH:63][CH:62]=1>O>[CH2:60]([N:67]1[CH2:71][C@H:70]([C:50]2[CH:51]=[CH:52][C:53]([F:54])=[C:48]([F:47])[CH:49]=2)[C@@H:69]([C:72](=[O:74])[CH3:73])[CH2:68]1)[C:61]1[CH:66]=[CH:65][CH:64]=[CH:63][CH:62]=1. Conditions: temperature 55 celsius. Yields the product C(C1=CC=CC=C1)N1C[C@@H]([C@H](C1)C1=CC(=C(C=C1)F)F)C(C)=O (1-[(3R,4S)-1-Benzyl-4-(3,4-difluoro-phenyl)-pyrrolidin-3-yl]-ethanone). RXN SMILES: [NH2:1][C:2]1[S:6][N:5]=[C:4]([C:7]([Cl:10])([Cl:9])[Cl:8])[N:3]=1.[Cl:11][C:12]([Cl:17])([Cl:16])[C:13](Cl)=[O:14]>C1(C)C(C)=CC=CC=1>[Cl:11][C:12]([Cl:17])([Cl:16])[C:13]([NH:1][C:2]1[S:6][N:5]=[C:4]([C:7]([Cl:10])([Cl:9])[Cl:8])[N:3]=1)=[O:14]. Yields the product ClC(C(=O)NC1=NC(=NS1)C(Cl)(Cl)Cl)(Cl)Cl (5-Trichloroacetamido-3-Trichloromethyl-1,2,4-Thiadiazole). Reported procedure: To a solution of 10.9 grams (0.05 mole) 5-amino-3-trichloromethyl-1,2,4-thiadiazole in 200 milliliters xylene at 110° C. was added 18.2 grams (0.1 mole) trichloroacetyl chloride over 0.5 hour. After heating for an additional 20 hours at 120° C., the low boiling materials were distilled in vacuo to leave 15.8 grams (87% yield) of pure product as residue; m.p. 157.7° C. Starting materials: NC1=NC(=NS1)C(Cl)(Cl)Cl (5-amino-3-trichloromethyl-1,2,4-thiadiazole), ClC(C(=O)Cl)(Cl)Cl (trichloroacetyl chloride). Run at temperature 120 celsius. Run in C=1(C(=CC=CC1)C)C (xylene). The yield is 86.8%. Starting materials: [BH4-].[Na+] (NaBH4), compound, C(C)OC(COC1=CC=C(C=C1)C1=NOC(=C1)COC(N)=O)=O ([4-(5-carbamoyloxymethyl-isoxazol-3-yl)-phenoxy]-acetic acid ethyl ester). Solvent: C1CCOC1 (THF). Conditions: time 12 hour. The product is OCCOC1=CC=C(C=C1)C1=NOC(=C1)COC(N)=O (carbamic acid 3-[4-(2-hydroxy-ethoxy)-phenyl]-isoxazol-5-ylmethyl ester). As a reaction SMILES: [BH4-].[Na+].C([O:5][C:6](=O)[CH2:7][O:8][C:9]1[CH:14]=[CH:13][C:12]([C:15]2[CH:19]=[C:18]([CH2:20][O:21][C:22](=[O:24])[NH2:23])[O:17][N:16]=2)=[CH:11][CH:10]=1)C>C1COCC1>[OH:5][CH2:6][CH2:7][O:8][C:9]1[CH:10]=[CH:11][C:12]([C:15]2[CH:19]=[C:18]([CH2:20][O:21][C:22](=[O:24])[NH2:23])[O:17][N:16]=2)=[CH:13][CH:14]=1 |f:0.1|. Procedure: 5 equivalents of NaBH4 was added to 200 mg of the compound [4-(5-carbamoyloxymethyl-isoxazol-3-yl)-phenoxy]-acetic acid ethyl ester in Example 47 while stirring in the presence of a 10 ml THF/5 ml water solvent. After stirring for 12 hours, the solvent was distilled off under reduced pressure and 20 ml of 1-N HCl solution was added to the reactants, followed by extraction three times with 20 ml of ethyl acetate. The obtained organic layer was put under reduced pressure to obtain carbamic acid 3-... Reactants: CC(C)O, O=C(c1ccccc1)c1ccc(N2CCCC2)c([N+](=O)[O-])c1. Yields the product Nc1cc(C(=O)c2ccccc2)ccc1N1CCCC1. As a reaction SMILES: [CH:23]([OH:24])([CH3:25])[CH3:26].[N+:1]([O-:2])(=[O:3])[c:4]1[cH:5][c:6]([C:7](=[O:8])[c:9]2[cH:10][cH:11][cH:12][cH:13][cH:14]2)[cH:15][cH:16][c:17]1[N:18]1[CH2:19][CH2:20][CH2:21][CH2:22]1>>[NH2:1][c:4]1[cH:5][c:6]([C:7](=[O:8])[c:9]2[cH:10][cH:11][cH:12][cH:13][cH:14]2)[cH:15][cH:16][c:17]1[N:18]1[CH2:19][CH2:20][CH2:21][CH2:22]1. The reactants are Br, [Ca+2], Cc1ccc(F)c(F)c1, O=C([O-])[O-], O. Yields the product O=Cc1ccc(F)c(F)c1. Reaction SMILES: [Br:10].[Ca+2:11].[F:1][c:2]1[cH:3][c:4]([CH3:9])[cH:5][cH:6][c:7]1[F:8].[O-:12][C:13](=[O:14])[O-:15].[OH2:16]>>[F:1][c:2]1[cH:3][c:4]([CH:9]=[O:12])[cH:5][cH:6][c:7]1[F:8]. Starting materials: C1(=CC=CC=C1)C1=C(C=CC(=N1)C(C)=O)C1=CC=C(C=C1)C(F)(F)F (1-[6-phenyl-5-(4-trifluoromethyl-phenyl)-pyridin-2-yl]-ethanone), N1=CC=CC=C1 (pyridine), C1(=CC=CC=C1)C1=C(C=CC(=N1)C(C)=O)C1=CC=C(C=C1)C(F)(F)F (1-[6-phenyl-5-(4-trifluoromethyl-phenyl)-pyridin-2-yl]-ethanone), NOC.Cl (NH2OMe—HCl). The solvent is CCO (EtOH). Product: CON=C(C)C1=NC(=C(C=C1)C1=CC=C(C=C1)C(F)(F)F)C1=CC=CC=C1 (1-[6-Phenyl-5-(4-trifluoromethyl-phenyl)-pyridin-2-yl]-ethanone O-Methyl-oxime). As a reaction SMILES: [C:1]1([C:7]2[N:12]=[C:11]([C:13](=O)[CH3:14])[CH:10]=[CH:9][C:8]=2[C:16]2[CH:21]=[CH:20][C:19]([C:22]([F:25])([F:24])[F:23])=[CH:18][CH:17]=2)[CH:6]=[CH:5][CH:4]=[CH:3][CH:2]=1.[NH2:26][O:27][CH3:28].Cl.N1C=CC=CC=1>CCO>[CH3:28][O:27][N:26]=[C:13]([C:11]1[CH:10]=[CH:9][C:8]([C:16]2[CH:17]=[CH:18][C:19]([C:22]([F:24])([F:25])[F:23])=[CH:20][CH:21]=2)=[C:7]([C:1]2[CH:6]=[CH:5][CH:4]=[CH:3][CH:2]=2)[N:12]=1)[CH3:14] |f:1.2|. Procedure details: Following General Procedure P, 1-[6-phenyl-5-(4-trifluoromethyl-phenyl)-pyridin-2-yl]-ethanone (Compound 77, 15 mg, 0.04 mmol), NH2OMe—HCl (15 mg, 0.18 mmol) and pyridine (14 mg, 0.18 mmol) in EtOH (2 ml) were reacted to give title compound as a white solid. (12 mg, 75%).